From a dataset of the Open Reaction Database (ORD), a public repository of structured organic reaction records. describe an organic reaction: reactants, conditions, products, and yield Reactants: C(C)C1=C(C=CC=C1C1=NC=CC=C1)S(=O)(=O)Cl (2-Ethyl-3-pyridin-2-yl-benzenesulfonyl chloride), C(C)C1=C(C=CC=C1N1C(COCC1)=O)S(=O)(=O)N[C@@H](CNC(=O)C=1SC(=CC1)Cl)C(=O)N1C[C@H](OCC1)C (5-Chloro-thiophene-2-carboxylic acid [(S)-2-[2-ethyl-3-(3-oxo-morpholin-4-yl)-benzenesulfonylamino]-3-((R)-2-methyl-morpholin-4-yl)-3-oxo-propyl]-amide), C(C)C1=C(C=CC=C1N1C(COCC1)=O)S(=O)(=O)N[C@@H](CNC(=O)C=1SC(=CC1)Cl)C(=O)N1C[C@H](OCC1)C (5-Chloro-thiophene-2-carboxylic acid [(S)-2-[2-ethyl-3-(3-oxo-morpholin-4-yl)-benzenesulfonylamino]-3-((R)-2-methyl-morpholin-4-yl)-3-oxo-propyl]-amide), CCN(C(C)C)C(C)C (DIPEA). Solvent: C(Cl)Cl (DCM), C(Cl)Cl (DCM). Reaction conditions: time 1.5 hour. Yields the product Cl.C(C)C1=C(C=CC=C1C1=NC=CC=C1)S(=O)(=O)N[C@@H](CNC(=O)C=1SC(=CC1)Cl)C(=O)N1[C@H](COCC1)C (5-Chloro-thiophene-2-carboxylic acid [(S)-2-(2-ethyl-3-pyridin-2-yl-benzene-sulfonylamino)-3-((S)-3-methyl-morpholin-4-yl)-3-oxo-propyl]-amide hydro chloride). Reaction SMILES: [CH2:1]([C:3]1[C:8](N2CCOCC2=O)=[CH:7][CH:6]=[CH:5][C:4]=1[S:16]([NH:19][C@H:20]([C:31]([N:33]1[CH2:38][CH2:37][O:36][C@H:35](C)[CH2:34]1)=[O:32])[CH2:21][NH:22][C:23]([C:25]1[S:26][C:27]([Cl:30])=[CH:28][CH:29]=1)=[O:24])(=[O:18])=[O:17])[CH3:2].[CH3:40]CN(C(C)C)C(C)C.C(C1C([C:57]2[CH:62]=[CH:61][CH:60]=[CH:59][N:58]=2)=CC=CC=1S(Cl)(=O)=O)C>C(Cl)Cl>[ClH:30].[CH2:1]([C:3]1[C:8]([C:57]2[CH:62]=[CH:61][CH:60]=[CH:59][N:58]=2)=[CH:7][CH:6]=[CH:5][C:4]=1[S:16]([NH:19][C@H:20]([C:31]([N:33]1[CH2:38][CH2:37][O:36][CH2:35][C@@H:34]1[CH3:40])=[O:32])[CH2:21][NH:22][C:23]([C:25]1[S:26][C:27]([Cl:30])=[CH:28][CH:29]=1)=[O:24])(=[O:17])=[O:18])[CH3:2] |f:4.5|. Procedure details: 5-Chloro-thiophene-2-carboxylic acid [(S)-2-amino-3-((S)-3-methyl-morpholin-4-yl)-3-oxo-propyl]-amide (Intermediate 3) (95 mg, 0.287 mmol) was dissolved in 2 ml DCM and DIPEA (151 μl, 0.861 mmol). Intermediate 61 (81 mg, 0.287 mmol) in 2 ml DCM was slowly added and the reaction was stirred for 1.5 h. Then the solution was evaporated to dryness and purified by prep. HPLC. After lyophilization the title compound is obtained as colorless, amorphous solid. The material was dissolved in 20 ml water a... The reactants are CC(C)N1CCN(C(=O)c2ccc3[nH]c(C(=O)N4CCN(S(C)(=O)=O)CC4)cc3c2)CC1, O=S(=O)(N1CCCCC1)N1CCNCC1. Product: CC(C)N1CCN(C(=O)c2ccc3[nH]c(C(=O)N4CCN(S(=O)(=O)N5CCCCC5)CC4)cc3c2)CC1. RXN SMILES: [CH:1]([CH3:2])([CH3:3])[N:4]1[CH2:5][CH2:6][N:7]([C:10](=[O:11])[c:12]2[cH:13][c:14]3[cH:15][c:16]([C:21](=[O:22])[N:23]4[CH2:24][CH2:25][N:26]([S:29](=[O:30])(=[O:31])[CH3:32])[CH2:27][CH2:28]4)[nH:17][c:18]3[cH:19][cH:20]2)[CH2:8][CH2:9]1.[N:33]1([S:39]([N:40]2[CH2:41][CH2:42][NH:43][CH2:44][CH2:45]2)(=[O:46])=[O:47])[CH2:34][CH2:35][CH2:36][CH2:37][CH2:38]1>>[CH:1]([CH3:2])([CH3:3])[N:4]1[CH2:5][CH2:6][N:7]([C:10](=[O:11])[c:12]2[cH:13][c:14]3[cH:15][c:16]([C:21](=[O:22])[N:23]4[CH2:24][CH2:25][N:26]([S:29](=[O:30])(=[O:31])[N:33]5[CH2:34][CH2:35][CH2:36][CH2:37][CH2:38]5)[CH2:27][CH2:28]4)[nH:17][c:18]3[cH:19][cH:20]2)[CH2:8][CH2:9]1. Yields the product CC(C)(CSc1ccc(Cl)cc1)C(=O)Cn1ccnc1. Reactants: CC(C)(CSc1ccc(Cl)cc1)C(=O)CBr, O=C([O-])[O-], CC(C)=O, [K+], [K+], c1c[nH]cn1. Reaction SMILES: [Br:1][CH2:2][C:3]([C:4]([CH2:5][S:6][c:7]1[cH:8][cH:9][c:10]([Cl:13])[cH:11][cH:12]1)([CH3:14])[CH3:15])=[O:16].[C:22](=[O:23])([O-:24])[O-:25].[CH3:28][C:29](=[O:30])[CH3:31].[K+:26].[K+:27].[nH:17]1[cH:18][n:19][cH:20][cH:21]1>>[CH2:2]([C:3]([C:4]([CH2:5][S:6][c:7]1[cH:8][cH:9][c:10]([Cl:13])[cH:11][cH:12]1)([CH3:14])[CH3:15])=[O:16])[n:17]1[cH:18][n:19][cH:20][cH:21]1.